From a dataset of the Open Reaction Database (ORD), a public repository of structured organic reaction records. describe an organic reaction: reactants, conditions, products, and yield Reactants: Cl.C(=O)(OC)CCC(=N)N (β-carbomethoxypropionamidine hydrochloride), Cl (hydrochloric acid). Yields the product Cl.C(N)(=N)CCC(=O)O (3-Amidinopropionic Acid hydrochloride). Yield: 99.0%. Reaction SMILES: [ClH:1].[C:2]([CH2:6][CH2:7][C:8]([NH2:10])=[NH:9])([O:4]C)=[O:3].Cl>>[ClH:1].[C:8]([CH2:7][CH2:6][C:2]([OH:4])=[O:3])(=[NH:9])[NH2:10] |f:0.1,3.4|. Procedure: A solution of 7.8 g. (0.047 mole) of β-carbomethoxypropionamidine hydrochloride in 217 ml. of 12N hydrochloric acid is heated at steam bath temperatures for 1 hour. The solution is cooled, evaporated in vacuo to dryness, and the residual product triturated several times with ethylene dichloride and filtered, 7.1 g. (99% yield), m.p. 138°-140° C. (McElvain, et al., J. Am. Chem. Soc., 71,40 (1949) reports a melting point for crude product of 131°-137° C.). The reactants are C(C)(=O)N1CC2=C(CC1)C(=C(S2)C)CCBr (6-acetyl-3-(2-bromoethyl)-4,5,6,7-tetrahydro-2-methylthieno[2,3-c]pyridine), Cl.FC=1C=CC2=C(C(=NO2)C2CCNCC2)C1 (4-(5-fluoro-1,2-benzisoxazol-3-yl)piperidine hydrochloride), C([O-])([O-])=O.[K+].[K+] (potassium carbonate), [I-].[K+] (potassium iodide). The solvent is CN(C=O)C (dimethylformamide), C1(=CC=CC=C1)C (toluene). Run at temperature 90 celsius, time 25 hour. Yields the product C(C)(=O)N1CC2=C(CC1)C(=C(S2)C)CCN2CCC(CC2)C2=NOC1=C2C=C(C=C1)F (6-acetyl-3-(2-(4-(5-fluoro-1,2-benzisoxazol-3-yl)piperidin-1-yl)ethyl)-4,5,6,7-tetrahydro-2-methylthieno[2,3-c]pyridine). Yield: 20.5%. As a reaction SMILES: [C:1]([N:4]1[CH2:9][CH2:8][C:7]2[C:10]([CH2:14][CH2:15]Br)=[C:11]([CH3:13])[S:12][C:6]=2[CH2:5]1)(=[O:3])[CH3:2].Cl.[F:18][C:19]1[CH:20]=[CH:21][C:22]2[O:26][N:25]=[C:24]([CH:27]3[CH2:32][CH2:31][NH:30][CH2:29][CH2:28]3)[C:23]=2[CH:33]=1.C(=O)([O-])[O-].[K+].[K+].[I-].[K+]>CN(C)C=O.C1(C)C=CC=CC=1>[C:1]([N:4]1[CH2:9][CH2:8][C:7]2[C:10]([CH2:14][CH2:15][N:30]3[CH2:29][CH2:28][CH:27]([C:24]4[C:23]5[CH:33]=[C:19]([F:18])[CH:20]=[CH:21][C:22]=5[O:26][N:25]=4)[CH2:32][CH2:31]3)=[C:11]([CH3:13])[S:12][C:6]=2[CH2:5]1)(=[O:3])[CH3:2] |f:1.2,3.4.5,6.7|. Procedure details: A mixture of 334 mg of 6-acetyl-3-(2-bromoethyl)-4,5,6,7-tetrahydro-2-methylthieno[2,3-c]pyridine, 308 mg of 4-(5-fluoro-1,2-benzisoxazol-3-yl)piperidine hydrochloride, 500 mg of potassium carbonate and 220 mg of potassium iodide in 10 ml of dimethylformamide and 10 ml of toluene was stirred at 90° C. for 25 hours and concentrated in vacuo. To the residue were added ethyl acetate and water and separated. The ethyl acetate layer was washed with water, dried over magnesium sulfate and concentrated... Reagents/catalysts: CC(C)[O-].CC(C)[O-].CC(C)[O-].CC(C)[O-].[Ti+4] (Ti(OiPr)4), CC(=O)O (acetic acid), CC(=O)O[BH-](OC(C)=O)OC(C)=O.[Na+] (Sodium triacetoxyborohydride). Run in CN1CCCC1=O (NMP), CN1CCCC1=O (NMP), CN1CCCC1=O (NMP), CN1CCCC1=O (NMP), CN1CCCC1=O (NMP), CN1CCCC1=O (NMP), CN1CCCC1=O (NMP). Starting materials: CN[C@@H]1C[C@H]2O[C@@](C)([C@@H]1OC)n1c3ccccc3c3c4c(c5c6ccccc6n2c5c31)C(=O)NC4 (staurosporine), COc1ccc2cc(C=O)sc2c1. The product is CO[C@@H]1[C@@H](C[C@H]2O[C@]1(C)n3c4ccccc4c5c6CNC(=O)c6c7c8ccccc8n2c7c35)N(C)Cc9cc%10ccc(OC)cc%10s9, CN[C@@H]1C[C@H]2O[C@@](C)([C@@H]1OC)n1c3ccccc3c3c4c(c5c6ccccc6n2c5c31)C(=O)NC4 (Staurosporine), COc1ccc2cc(C=O)sc2c1. Run at temperature 22 celsius, time 18 hour. Starting materials: C[Si](C)(C)[N-][Si](C)(C)C, CS(=O)(=O)OCc1ccc(Cl)nc1, CCCC[N+](CCCC)(CCCC)CCCC, CCOC(C)=O, C[Si](C)(C)C#N, [Cl-], [F-], [I-], [I-], [Li+], [NH4+], C1CCOC1, [Zn+2], O=Cc1ccco1. Product: O=C(Cc1ccc(Cl)nc1)c1ccco1. RXN SMILES: [CH3:14][Si:15]([N-:16][Si:17]([CH3:18])([CH3:19])[CH3:20])([CH3:21])[CH3:22].[CH3:24][S:25]([O:26][CH2:29][c:30]1[cH:31][n:32][c:33]([Cl:36])[cH:34][cH:35]1)(=[O:27])=[O:28].[CH3:38][CH2:39][CH2:40][CH2:41][N+:42]([CH2:43][CH2:44][CH2:45][CH3:46])([CH2:47][CH2:48][CH2:49][CH3:50])[CH2:51][CH2:52][CH2:53][CH3:54].[CH3:62][CH2:63][O:64][C:65](=[O:66])[CH3:67].[CH3:8][Si:9]([C:10]#[N:11])([CH3:12])[CH3:13].[Cl-:60].[F-:37].[I-:68].[I-:70].[Li+:23].[NH4+:61].[O:55]1[CH2:56][CH2:57][CH2:58][CH2:59]1.[Zn+2:69].[o:1]1[c:2]([CH:6]=[O:7])[cH:3][cH:4][cH:5]1>>[o:1]1[c:2]([C:6](=[O:7])[CH2:29][c:30]2[cH:31][n:32][c:33]([Cl:36])[cH:34][cH:35]2)[cH:3][cH:4][cH:5]1. Starting materials: CO, O=[N+]([O-])c1ccc(OCc2ccccn2)c(Cl)c1. The product is Nc1ccc(OCc2ccccn2)c(Cl)c1. As a reaction SMILES: [CH3:19][OH:20].[Cl:1][c:2]1[c:3]([O:4][CH2:5][c:6]2[n:7][cH:8][cH:9][cH:10][cH:11]2)[cH:12][cH:13][c:14]([N+:16]([O-:17])=[O:18])[cH:15]1>>[Cl:1][c:2]1[c:3]([O:4][CH2:5][c:6]2[n:7][cH:8][cH:9][cH:10][cH:11]2)[cH:12][cH:13][c:14]([NH2:16])[cH:15]1. The reactants are ClC1=CC=C(C=C1)C1=NNC=C1C1=NC(=NC=C1)NC1=CC=C(C=C1)CN1CCN(CC1)C ({4-[3-(4-chloro-phenyl)-1H-pyrazol-4-yl]-pyrimidin-2-yl}-[4-(4-methyl-piperazin-1-ylmethyl)-phenyl]-amine), CN1CCC(CC1)O (1-methyl-piperidin-4-ol). Product: ClC1=CC=C(C=C1)C1=C(C=NN1C1CCN(CC1)C)C1=NC(=NC=C1)NC1=CC=C(C=C1)CN1CCN(CC1)C ({4-[5-(4-Chloro-phenyl)-1-(1-methyl-piperidin-4yl)-1H-pyrazol-4yl]-pyrimidin-2-yl}-[4-(4methyl-piperazin-1-ylmethyl)-phenyl]-amine). RXN SMILES: [Cl:1][C:2]1[CH:7]=[CH:6][C:5]([C:8]2[C:12]([C:13]3[CH:18]=[CH:17][N:16]=[C:15]([NH:19][C:20]4[CH:25]=[CH:24][C:23]([CH2:26][N:27]5[CH2:32][CH2:31][N:30]([CH3:33])[CH2:29][CH2:28]5)=[CH:22][CH:21]=4)[N:14]=3)=[CH:11][NH:10][N:9]=2)=[CH:4][CH:3]=1.[CH3:34][N:35]1[CH2:40][CH2:39][CH:38](O)[CH2:37][CH2:36]1>>[Cl:1][C:2]1[CH:7]=[CH:6][C:5]([C:8]2[N:9]([CH:38]3[CH2:39][CH2:40][N:35]([CH3:34])[CH2:36][CH2:37]3)[N:10]=[CH:11][C:12]=2[C:13]2[CH:18]=[CH:17][N:16]=[C:15]([NH:19][C:20]3[CH:21]=[CH:22][C:23]([CH2:26][N:27]4[CH2:28][CH2:29][N:30]([CH3:33])[CH2:31][CH2:32]4)=[CH:24][CH:25]=3)[N:14]=2)=[CH:4][CH:3]=1. Procedure: The title compound is prepared as described in Example 54 starting from {4-[3-(4-chloro-phenyl)-1H-pyrazol-4yl]-pyrimidin-2-yl}-[4-(4-methyl-piperazin-1-yl-methyl)-phenyl]-amine (Example 32) and 1-methyl-piperidin-4-ol. Reactants: CON(C(CCC)=O)C (N-methoxy-N-methylbutyramide), solution, II (iodine), Cl (hydrochloric acid), BrC1=CC=CC=2SC=CC21 (4-bromobenzo[b]thiophene), [Mg] (magnesium), BrC1=CC=CC=2SC=CC21 (4-bromo-benzo[b]thiophene). Run in O1CCCC1 (tetrahydrofuran), O1CCCC1 (tetrahydrofuran), O1CCCC1 (tetrahydrofuran). Run at time 1 hour. Yields the product S1C2=C(C=C1)C(=CC=C2)C(CCC)=O (1-(benzo[b]thiophen-4-yl)butan-1-one). RXN SMILES: Br[C:2]1[C:10]2[CH:9]=[CH:8][S:7][C:6]=2[CH:5]=[CH:4][CH:3]=1.[Mg].II.CON(C)[C:17](=[O:21])[CH2:18][CH2:19][CH3:20].Cl>O1CCCC1>[S:7]1[CH:8]=[CH:9][C:10]2[C:2]([C:17](=[O:21])[CH2:18][CH2:19][CH3:20])=[CH:3][CH:4]=[CH:5][C:6]1=2. Procedure details: Approximately 5 ml of a solution of 4-bromobenzo[b]thiophene (1.85 g; prepared in a manner similar to that described in Bull. Soc. Chim. Fr., 1966, 111, 3667) in tetrahydrofuran (20 ml) was added under nitrogen to magnesium turnings (0.22 g) in tetrahydrofuran (2 ml). Two crystals of iodine were added, and the mixture was heated to initiate the reaction. The remainder of the 4-bromo-benzo[b]thiophene solution was added at reflux temperature over 15 minutes, then the mixture was heated under refl... The reactants are ClS(=O)(=O)O (chlorosulfonic acid), COC(C)OC1=CC=C(C=C)C=C1 (p-(1-methoxyethoxy)styrene), COC(=C)C (2-methoxy-1-propene), N1=CC=CC=C1 (pyridine), Example 1 ( 3 ). The solvent is O1CCOCC1 (1,4-dioxane). Run at time 20 hour. Yields the product COC(C)(OC1=CC=C(C=C)C=C1)C.OC1=CC=C(C=C)C=C1 (p-(1-methoxy-1-methylethoxy)styrene p-hydroxystyrene). As a reaction SMILES: [CH3:1][O:2][CH:3]([O:5][C:6]1[CH:13]=[CH:12][C:9]([CH:10]=[CH2:11])=[CH:8][CH:7]=1)[CH3:4].[CH3:14]OC(C)=C.N1C=CC=CC=1.ClS(O)(=O)=O>O1CCOCC1>[CH3:1][O:2][C:3]([CH3:14])([O:5][C:6]1[CH:7]=[CH:8][C:9]([CH:10]=[CH2:11])=[CH:12][CH:13]=1)[CH3:4].[OH:5][C:6]1[CH:13]=[CH:12][C:9]([CH:10]=[CH2:11])=[CH:8][CH:7]=1 |f:5.6|. Procedure: To a solution of poly(p-hydroxystyrene) (4.0 g) obtained in the same manner as described in Synthesis Example 3, (2) and 2-methoxy-1-propene (4.8 g) in a mixed solvent (35 ml) of pyridine and 1,4-dioxane, a catalytic amount of chlorosulfonic acid was added and then reacted with stirring at room temperature for 20 hours. After reaction, the reaction was carried out in the same manner as described in Synthesis Example 1 (3) to give 4.1 g of poly[p-(1-methoxy-1-methylethoxy)styrene/p-hydroxystyrene... The reactants are BrCCO (2-bromoethanol), C=C1CC(=O)O1 (diketene). Reagents/catalysts: CN(C1=CC=NC=C1)C (4-dimethylaminopyridine). Run in ClCCl (dichloromethane), CC(=O)C (acetone). Run at time 1 hour. Yields the product C(CC(=O)C)(=O)OCCBr (2-Bromoethyl acetoacetate). Reaction SMILES: [Br:1][CH2:2][CH2:3][OH:4].[CH2:5]=[C:6]1[O:10][C:8](=[O:9])[CH2:7]1>ClCCl.CN(C)C1C=CN=CC=1.CC(C)=O>[C:8]([O:4][CH2:3][CH2:2][Br:1])(=[O:9])[CH2:7][C:6]([CH3:5])=[O:10]. Reported procedure: 250 g of 2-bromoethanol are dissolved in 1.3 l of dichloromethane, and 1.2 g of 4-dimethylaminopyridine are added. 400 ml of a 50% strength diketene solution in acetone are added dropwise with vigorous stirring, so that the solvent boils moderately. After the dropwise addition, stirring is continued for a further 1 h at the boiling point and the mixture is then left to stand overnight. After the solvent has been evaporated off in a rotary evaportor in vacuo, the residue is distilled. 402 g of th... The product is Cl, Fc1ccccc1COc1ccc(Nc2ncnc3ccc(-c4nnc(C(F)(F)F)o4)cc23)cc1. Reaction SMILES: [Cl:17][c:18]1[n:19][cH:20][n:21][c:22]2[cH:23][cH:24][c:25](-[c:28]3[o:29][c:30]([C:33]([F:34])([F:35])[F:36])[n:31][n:32]3)[cH:26][c:27]12.[F:1][c:2]1[c:3]([CH2:4][O:5][c:6]2[cH:7][cH:8][c:9]([NH2:10])[cH:11][cH:12]2)[cH:13][cH:14][cH:15][cH:16]1>>[ClH:17].[F:1][c:2]1[c:3]([CH2:4][O:5][c:6]2[cH:7][cH:8][c:9]([NH:10][c:18]3[n:19][cH:20][n:21][c:22]4[cH:23][cH:24][c:25](-[c:28]5[o:29][c:30]([C:33]([F:34])([F:35])[F:36])[n:31][n:32]5)[cH:26][c:27]34)[cH:11][cH:12]2)[cH:13][cH:14][cH:15][cH:16]1. Reactants: FC(F)(F)c1nnc(-c2ccc3ncnc(Cl)c3c2)o1, Nc1ccc(OCc2ccccc2F)cc1.